This data is from the Open Reaction Database (ORD), a public repository of structured organic reaction records. The task is: describe an organic reaction: reactants, conditions, products, and yield The reactants are CCOC(=O)c1ccc(SCC)c(OC)c1Br, CCO, [K+], [OH-], O. The product is CCSc1ccc(C(=O)O)c(Br)c1OC. As a reaction SMILES: [Br:3][c:4]1[c:5]([C:6](=[O:7])[O:8][CH2:9][CH3:10])[cH:11][cH:12][c:13]([S:17][CH2:18][CH3:19])[c:14]1[O:15][CH3:16].[CH3:21][CH2:22][OH:23].[K+:2].[OH-:1].[OH2:20]>>[Br:3][c:4]1[c:5]([C:6](=[O:7])[OH:8])[cH:11][cH:12][c:13]([S:17][CH2:18][CH3:19])[c:14]1[O:15][CH3:16].